Task: describe an organic reaction: reactants, conditions, products, and yield. Dataset: the Open Reaction Database (ORD), a public repository of structured organic reaction records Yields the product C(C1=CC=CC=C1)N1C(=C(C2=CC=C(C=C12)Cl)SC=1C=C(C=CC1)CC(=O)O)C ([3-(1-Benzyl-6-chloro-2-methyl-1H-indol-3-ylsulfanyl)-phenyl]-acetic acid). Starting materials: ClC1=CC=C2C(=C(NC2=C1)C)SC=1C=C(C=CC1)CC(=O)O ([3-(6-chloro-2-methyl-1H-indol-3-ylsulfanyl)-phenyl]-acetic acid), C(C1=CC=CC=C1)Br (benzyl bromide). Reported procedure: Prepared according to the procedure described in Example 4, Step 1, using the following starting materials: [3-(6-chloro-2-methyl-1H-indol-3-ylsulfanyl)-phenyl]-acetic acid and benzyl bromide. As a reaction SMILES: [Cl:1][C:2]1[CH:10]=[C:9]2[C:5]([C:6]([S:12][C:13]3[CH:14]=[C:15]([CH2:19][C:20]([OH:22])=[O:21])[CH:16]=[CH:17][CH:18]=3)=[C:7]([CH3:11])[NH:8]2)=[CH:4][CH:3]=1.[CH2:23](Br)[C:24]1[CH:29]=[CH:28][CH:27]=[CH:26][CH:25]=1>>[CH2:23]([N:8]1[C:9]2[C:5](=[CH:4][CH:3]=[C:2]([Cl:1])[CH:10]=2)[C:6]([S:12][C:13]2[CH:14]=[C:15]([CH2:19][C:20]([OH:22])=[O:21])[CH:16]=[CH:17][CH:18]=2)=[C:7]1[CH3:11])[C:24]1[CH:29]=[CH:28][CH:27]=[CH:26][CH:25]=1. Starting materials: C1(=CC=CC=C1)[Si](C#CC1=C(C=C(C=C1Cl)Cl)Cl)(C1=CC=CC=C1)C1=CC=CC=C1 (triphenyl-(2,4,6-trichlorophenylethynyl)silane), C(=O)=O (dry ice). Run in ClCCl.CO.C(C)(=O)O (dichloromethane methanol acetic acid). Yields the product ClC1=C(C(=CC(=C1)Cl)Cl)C#CC(=O)O ((2,4,6-trichlorophenyl)propynoic acid). RXN SMILES: C1([Si](C2C=CC=CC=2)(C2C=CC=CC=2)[C:8]#[C:9][C:10]2[C:15]([Cl:16])=[CH:14][C:13]([Cl:17])=[CH:12][C:11]=2[Cl:18])C=CC=CC=1.[C:31](=[O:33])=[O:32]>ClCCl.CO.C(O)(=O)C>[Cl:16][C:15]1[CH:14]=[C:13]([Cl:17])[CH:12]=[C:11]([Cl:18])[C:10]=1[C:9]#[C:8][C:31]([OH:33])=[O:32] |f:2.3.4|. Procedure: Prepared analogously to Example 4.3.a. from triphenyl-(2,4,6-trichlorophenylethynyl)silane and dry ice. Yield: 3.3 g (77.7% of theory); melting point: 170° C.-175° C.; C9H3Cl3O2 (M=249.48); calc.: molecular ion peak (M+H)+: 249/251/253; found: molecular ion peak (M+H)+: 249/251/253; Rf value: 0.4 (silica gel, dichloromethane/methanol/acetic acid (50:10:1)). Reactants: Cl (HCl), [B-].[Na+] (Sodium borohydrate), ice, C1COC2(CCC(CC2)=O)O1 (1,4 cyclohexanedione monoethylene ketal). Run in CO (methanol). Yields the product C1COC2(CCC(CC2)O)O1 (4-Hydroxycyclohexanone ethylene ketal). Reaction SMILES: [B-].[Na+].[CH2:3]1[O:13][C:6]2([CH2:11][CH2:10][C:9](=[O:12])[CH2:8][CH2:7]2)[O:5][CH2:4]1.Cl>CO>[CH2:4]1[O:5][C:6]2([CH2:11][CH2:10][CH:9]([OH:12])[CH2:8][CH2:7]2)[O:13][CH2:3]1 |f:0.1|. Reported procedure: Sodium borohydrate (2.4 g, 64 mmol) was added in portions to a stirred ice cold solution of 1,4 cyclohexanedione monoethylene ketal 38 (20 g, 128 mmol) in 60 mL of methanol (Step 35). After addition was complete, 1N HCl was added to the solution dropwise until a pH of 8 was obtained and then the solvent was removed by roto-evaporation. The product 39 (16.8 g, 84%) showed a single spot on TLC (Rf=0.4, ethyl acetate/hexane 20:80 solvent system, visualization was with acidic vanillin ethanol soluti... Starting materials: 3S, C(C)(=O)N1C(C2(C(NC(CC2C2=C(C=CC(=C2)Cl)OC(C(=O)NS(=O)(=O)C)(CC)CC)=S)C2=C(C=CC(=C2)F)C)C2=CC=C(C=C12)Cl)=O (1-acetyl-6-chloro-4′-[5-chloro-2-(2-methanesulfonylamino-1,1-diethyl-2-oxo-ethoxy)-phenyl]-2′-(5-fluoro-2-methyl-phenyl)-6′-thioxo spiro[3H-indole-3,3′-piperidine]-2(1H)-one), C(=O)([O-])[O-].[K+].[K+] (K2CO3). The solvent is CO (methanol). Conditions: time 15 minute. Product: ClC1=CC=C2C(=C1)NC(C21C(NC(CC1C1=C(C=CC(=C1)Cl)OC(C(=O)NS(=O)(=O)C)(CC)CC)=S)C1=C(C=CC(=C1)F)C)=O (6-chloro-4′-[5-chloro-2-(2-methanesulfonylamino-1,1-diethyl-2-oxo-ethoxy)-phenyl]-2′-(5-fluoro-2-methyl-phenyl)-6′-thioxo spiro[3H-indole-3,3′-piperidine]-2(1H)-one). Yield: 82.5%. As a reaction SMILES: C([N:4]1[C:46]2[C:41](=[CH:42][CH:43]=[C:44]([Cl:47])[CH:45]=2)[C:6]2([CH:11]([C:12]3[CH:17]=[C:16]([Cl:18])[CH:15]=[CH:14][C:13]=3[O:19][C:20]([CH2:30][CH3:31])([CH2:28][CH3:29])[C:21]([NH:23][S:24]([CH3:27])(=[O:26])=[O:25])=[O:22])[CH2:10][C:9](=[S:32])[NH:8][CH:7]2[C:33]2[CH:38]=[C:37]([F:39])[CH:36]=[CH:35][C:34]=2[CH3:40])[C:5]1=[O:48])(=O)C.C([O-])([O-])=O.[K+].[K+]>CO>[Cl:47][C:44]1[CH:45]=[C:46]2[NH:4][C:5](=[O:48])[C:6]3([CH:11]([C:12]4[CH:17]=[C:16]([Cl:18])[CH:15]=[CH:14][C:13]=4[O:19][C:20]([CH2:30][CH3:31])([CH2:28][CH3:29])[C:21]([NH:23][S:24]([CH3:27])(=[O:25])=[O:26])=[O:22])[CH2:10][C:9](=[S:32])[NH:8][CH:7]3[C:33]3[CH:38]=[C:37]([F:39])[CH:36]=[CH:35][C:34]=3[CH3:40])[C:41]2=[CH:42][CH:43]=1 |f:1.2.3|. Procedure: A mixture of chiral (2′S, 3S, 4′R)-1-acetyl-6-chloro-4′-[5-chloro-2-(2-methanesulfonylamino-1,1-diethyl-2-oxo-ethoxy)-phenyl]-2′-(5-fluoro-2-methyl-phenyl)-6′-thioxo spiro[3H-indole-3,3′-piperidine]-2(1H)-one (45 mg) and K2CO3 (30 mg) in methanol (2 mL) was stirred at room temperature for 15 min, and then the mixture was partitioned between ethyl acetate and diluted aqueous HCl solution. The organic layer was washed with brine, dried over anhydrous Na2SO4, concentrated to give the title compound... The reactants are ClC1=C(C(=O)OC)C=CC=C1C1(CCC1)C#N (Methyl 2-chloro-3-(1-cyanocyclobutyl)benzoate), O.[OH-].[Li+] (lithium hydroxide monohydrate). Solvent: O1CCCC1 (tetrahydrofuran), CO (methanol), O (water). Run at time 19 hour. Yields the product ClC1=C(C(=O)O)C=CC=C1C1(CCC1)C#N (2-chloro-3-(1-cyanocyclobutyl)benzoic acid). The yield is 65.0%. Reaction SMILES: [Cl:1][C:2]1[C:11]([C:12]2([C:16]#[N:17])[CH2:15][CH2:14][CH2:13]2)=[CH:10][CH:9]=[CH:8][C:3]=1[C:4]([O:6]C)=[O:5].O.[OH-].[Li+]>O1CCCC1.CO.O>[Cl:1][C:2]1[C:11]([C:12]2([C:16]#[N:17])[CH2:15][CH2:14][CH2:13]2)=[CH:10][CH:9]=[CH:8][C:3]=1[C:4]([OH:6])=[O:5] |f:1.2.3|. Reported procedure: Methyl 2-chloro-3-(1-cyanocyclobutyl)benzoate (710 mg, 2.84 mmol) was dissolved in a mixed solvent of tetrahydrofuran (9 mL)/methanol (3 mL)/water (3 mL), lithium hydroxide monohydrate (192 mg, 4.56 mmol) was added, and the mixture was stirred at room temperature for 19 hr. The reaction mixture was concentrated under reduced pressure, and 1N hydrochloric acid (5 mL) was added dropwise to the residue. The precipitate was collected by filtration, and washed with water to give the title compound (4... The reactants are BrC1=CC=CC(=N1)C1=NC(=CC=C1)C1=C(C=C(C=C1)C)O (6-bromo-6′-(2-hydroxy-4-methylphenyl)-2,2′-bipyridine), OC1=C(C=CC=C1OC)B(O)O (2-hydroxy-3-methoxyphenylboronic acid). The product is OC1=C(C=CC=C1OC)C1=CC=CC(=N1)C1=NC(=CC=C1)C1=C(C=C(C=C1)C)O (6-(2-Hydroxy-3-methoxyphenyl)-6′-(2-hydroxy-4-methylphenyl)-2,2′-bipyridine). Yield: 33.0%. Reaction SMILES: Br[C:2]1[N:7]=[C:6]([C:8]2[CH:13]=[CH:12][CH:11]=[C:10]([C:14]3[CH:19]=[CH:18][C:17]([CH3:20])=[CH:16][C:15]=3[OH:21])[N:9]=2)[CH:5]=[CH:4][CH:3]=1.[OH:22][C:23]1[C:28]([O:29][CH3:30])=[CH:27][CH:26]=[CH:25][C:24]=1B(O)O>>[OH:22][C:23]1[C:28]([O:29][CH3:30])=[CH:27][CH:26]=[CH:25][C:24]=1[C:2]1[N:7]=[C:6]([C:8]2[CH:13]=[CH:12][CH:11]=[C:10]([C:14]3[CH:19]=[CH:18][C:17]([CH3:20])=[CH:16][C:15]=3[OH:21])[N:9]=2)[CH:5]=[CH:4][CH:3]=1. Procedure details: 6-(2-Hydroxy-3-methoxyphenyl)-6′-(2-hydroxy-4-methylphenyl)-2,2′-bipyridine was prepared from 6-bromo-6′-(2-hydroxy-4-methylphenyl)-2,2′-bipyridine and 2-hydroxy-3-methoxyphenylboronic acid in 33% yield using method F; δH [2H6]-DMSO 13.52,(2H, b), 8.31,(2H, dd), 8.26,(1H, d), 8.21,(1H, d), 8.12,(1H, d), 8.02,(1H, d), 7.70,(1H, d), 7.09,(1H, d), 6.92, (1H, t), 6.82,(1H, d), 3.86,(3H, s), 2.32,(3H, s); MS 385 (MH)+; HPLC retention time (system 1) 4.21 minutes. Reactants: N1N=C(C=C1)B(O)O (1H-pyrazol-3-ylboronic acid), N#N (N2), BrC1=CC=C2CC(N(CC2=C1)C1=NC(=NC(=C1)N1CCN(CC1)C)N)C (4-(7-bromo-3-methyl-3,4-dihydroisoquinolin-2(1H)-yl)-6-(4-methylpiperazin-1-yl)pyrimidin-2-amine), C([O-])([O-])=O.[Na+].[Na+] (sodium carbonate). The reagents and catalysts are Cl[Pd](P(C(C)(C)C)(C(C)(C)C)C1=CC=C(C=C1)N(C)C)(P(C1=CC=C(C=C1)N(C)C)(C(C)(C)C)C(C)(C)C)Cl (dichloro(bis{di-tert-butyl[4-(dimethylamino)phenyl]phosphoranyl})palladium). The solvent is O1CCOCC1 (1,4-dioxane), O (water). Run at temperature 90 celsius, time 8 hour. The product is CN1CCN(CC1)C1=NC(=NC(=C1)N1CC2=CC(=CC=C2CC1C)C1=NNC=C1)N (4-(4-Methylpiperazin-1-yl)-6-[3-methyl-7-(1H-pyrazol-3-yl)-3,4-dihydroisoquinolin-2(1H)-yl]pyrimidin-2-amine). Reaction SMILES: [NH:1]1[CH:5]=[CH:4][C:3](B(O)O)=[N:2]1.Br[C:10]1[CH:19]=[C:18]2[C:13]([CH2:14][CH:15]([CH3:34])[N:16]([C:20]3[CH:25]=[C:24]([N:26]4[CH2:31][CH2:30][N:29]([CH3:32])[CH2:28][CH2:27]4)[N:23]=[C:22]([NH2:33])[N:21]=3)[CH2:17]2)=[CH:12][CH:11]=1.C(=O)([O-])[O-].[Na+].[Na+].N#N>O1CCOCC1.O.Cl[Pd](Cl)(P(C(C)(C)C)(C(C)(C)C)C1C=CC(N(C)C)=CC=1)P(C1C=CC(N(C)C)=CC=1)(C(C)(C)C)C(C)(C)C>[CH3:32][N:29]1[CH2:28][CH2:27][N:26]([C:24]2[CH:25]=[C:20]([N:16]3[CH:15]([CH3:34])[CH2:14][C:13]4[C:18](=[CH:19][C:10]([C:3]5[CH:4]=[CH:5][NH:1][N:2]=5)=[CH:11][CH:12]=4)[CH2:17]3)[N:21]=[C:22]([NH2:33])[N:23]=2)[CH2:31][CH2:30]1 |f:2.3.4|. Reported procedure: A mixture of 1H-pyrazol-3-ylboronic acid (64.3 mg, 0.575 mmol, Frontier Scientific, Cat. No. P1638), 4-(7-bromo-3-methyl-3,4-dihydroisoquinolin-2(1H)-yl)-6-(4-methylpiperazin-1-yl)pyrimidin-2-amine (0.20 g, 0.48 mmol) (Peak 2, Example 49, Step 7), dichloro(bis{di-tert-butyl[4-(dimethylamino)phenyl]phosphoranyl})palladium (10.2 mg, 0.0144 mmol), and sodium carbonate (0.102 g, 0.958 mmol) in 1,4-dioxane (2.2 mL) and water (0.3 mL) was vacuumed and refilled with N2 for 3 times and then stirred at 9... Reactants: C(CCCCCCCCCCCCCCCCC)(=O)O (stearic acid), C(=O)(Cl)Cl (phosgene), anhydride. The solvent is ClC1=CC=CC=C1 (monochlorobenzene). Reaction conditions: temperature 25 celsius. The product is C(CCCCCCCCCCCCCCCCC)(=O)Cl (stearoyl chloride). RXN SMILES: [C:1]([OH:20])(=O)[CH2:2][CH2:3][CH2:4][CH2:5][CH2:6][CH2:7][CH2:8][CH2:9][CH2:10][CH2:11][CH2:12][CH2:13][CH2:14][CH2:15][CH2:16][CH2:17][CH3:18].C(Cl)([Cl:23])=O>ClC1C=CC=CC=1>[C:1]([Cl:23])(=[O:20])[CH2:2][CH2:3][CH2:4][CH2:5][CH2:6][CH2:7][CH2:8][CH2:9][CH2:10][CH2:11][CH2:12][CH2:13][CH2:14][CH2:15][CH2:16][CH2:17][CH3:18]. Procedure: 170.4 g (0.6 mol) of stearic acid and 890 g of monochlorobenzene are introduced into the reactor and 594 g (6 mol) of phosgene are then added over about 30 minutes, while maintaining the temperature of the reaction medium at a maximum of 25° C. The set pressure is adjusted to 10.5 bar relative. The reaction medium is heated to 120° C. and is maintained at this temperature for 1 hour 30 minutes and is then heated to 150° C. and maintained at this new temperature for 1 hour. The level of residual ... Conditions: time 18 hour. Reported procedure: A mixture of ethyl 4-hydroxyphenethyl sulfonate (0.42 g) in 12% aqueous hydrochloric acid (8 ml) is stirred at room temperature for about 18 hours and then heated at 100° C. for 5 hours, the concentrated in vacuo to give 4-hydroxyphenyethyl sulfonic acid. The reactants are OC1=CC=C(CCS(=O)(=O)OCC)C=C1 (ethyl 4-hydroxyphenethyl sulfonate). The product is OC1=CC=C(C=C1)CCS(=O)(=O)O (4-hydroxyphenyethyl sulfonic acid). RXN SMILES: [OH:1][C:2]1[CH:15]=[CH:14][C:5]([CH2:6][CH2:7][S:8]([O:11]CC)(=[O:10])=[O:9])=[CH:4][CH:3]=1>Cl>[OH:1][C:2]1[CH:3]=[CH:4][C:5]([CH2:6][CH2:7][S:8]([OH:11])(=[O:9])=[O:10])=[CH:14][CH:15]=1. Run in Cl (hydrochloric acid).